Dataset: the Open Reaction Database (ORD), a public repository of structured organic reaction records. Task: describe an organic reaction: reactants, conditions, products, and yield Reactants: CS(=O)C1=NN2C(C=N1)=CC=C2C2=C(C=CC=C2)OC (2-Methanesulfinyl-7-(2-methoxy-phenyl)-pyrrolo[2,1-f][1,2,4]triazine), C(C)(C)N(C(C)C)CC (N,N-Diisopropylethylamine), NC1=CC=C(C=C1)C(=O)N1CCN(CC1)C ((4-Amino-phenyl)-(4-methyl-piperazin-1-yl)-methanone), COCC(C)O (1-Methoxy-2-propanol). Product: COC1=C(C=CC=C1)C1=CC=C2C=NC(=NN21)NC2=CC=C(C=C2)C(=O)N2CCN(CC2)C ({4-[7-(2-Methoxy-phenyl)-pyrrolo[2,1-f][1,2,4]triazin-2-ylamino]-phenyl}-(4-methyl-piperazin-1-yl)-methanone). Isolated yield 38.2%. RXN SMILES: CS([C:4]1[N:9]=[CH:8][C:7]2=[CH:10][CH:11]=[C:12]([C:13]3[CH:18]=[CH:17][CH:16]=[CH:15][C:14]=3[O:19][CH3:20])[N:6]2[N:5]=1)=O.C(N(CC)C(C)C)(C)C.[NH2:30][C:31]1[CH:36]=[CH:35][C:34]([C:37]([N:39]2[CH2:44][CH2:43][N:42]([CH3:45])[CH2:41][CH2:40]2)=[O:38])=[CH:33][CH:32]=1.COCC(O)C>>[CH3:20][O:19][C:14]1[CH:15]=[CH:16][CH:17]=[CH:18][C:13]=1[C:12]1[N:6]2[C:7]([CH:8]=[N:9][C:4]([NH:30][C:31]3[CH:32]=[CH:33][C:34]([C:37]([N:39]4[CH2:40][CH2:41][N:42]([CH3:45])[CH2:43][CH2:44]4)=[O:38])=[CH:35][CH:36]=3)=[N:5]2)=[CH:10][CH:11]=1. Procedure details: 2-Methanesulfinyl-7-(2-methoxy-phenyl)-pyrrolo[2,1-f][1,2,4]triazine (125.0 mg, 0.0004350 mol), N,N-Diisopropylethylamine (0.114 mL, 0.000652 mol) and (4-Amino-phenyl)-(4-methyl-piperazin-1-yl)-methanone (0.191 g, 0.000870 mol) were dissolved in 1-Methoxy-2-propanol (1.2 mL, 0.013 mol) and the reaction was irradiated at 300 watts, 180° C. for 40 minutes or until HPLC showed consumption of starting material. The reaction mixture was then reduced en vacuo and the product was isolated and purified ...